From a dataset of the Open Reaction Database (ORD), a public repository of structured organic reaction records. describe an organic reaction: reactants, conditions, products, and yield Starting materials: COc1cccc(Nc2c(C(N)=O)cnc3c(C)cc(S(=O)(=O)c4cccc(C(=O)N(C)CCOc5ccc(CCNCC(O[Si](C)(C)C(C)(C)C)c6ccc(OCc7ccccc7)c7[nH]c(=O)ccc67)cc5)c4)cc23)c1, CO. The product is COc1cccc(Nc2c(C(N)=O)cnc3c(C)cc(S(=O)(=O)c4cccc(C(=O)N(C)CCOc5ccc(CCNCC(O[Si](C)(C)C(C)(C)C)c6ccc(O)c7[nH]c(=O)ccc67)cc5)c4)cc23)c1. RXN SMILES: [CH2:1]([c:2]1[cH:3][cH:4][cH:5][cH:6][cH:7]1)[O:8][c:9]1[cH:10][cH:11][c:12]([CH:20]([CH2:21][NH:22][CH2:23][CH2:24][c:25]2[cH:26][cH:27][c:28]([O:29][CH2:30][CH2:31][N:32]([C:33](=[O:34])[c:35]3[cH:36][c:37]([S:41](=[O:42])(=[O:43])[c:44]4[cH:45][c:46]5[c:47]([NH:58][c:59]6[cH:60][c:61]([O:65][CH3:66])[cH:62][cH:63][cH:64]6)[c:48]([C:55](=[O:56])[NH2:57])[cH:49][n:50][c:51]5[c:52]([CH3:54])[cH:53]4)[cH:38][cH:39][cH:40]3)[CH3:67])[cH:68][cH:69]2)[O:70][Si:71]([CH3:72])([CH3:73])[C:74]([CH3:75])([CH3:76])[CH3:77])[c:13]2[cH:14][cH:15][c:16](=[O:19])[nH:17][c:18]12.[CH3:78][OH:79]>>[OH:8][c:9]1[cH:10][cH:11][c:12]([CH:20]([CH2:21][NH:22][CH2:23][CH2:24][c:25]2[cH:26][cH:27][c:28]([O:29][CH2:30][CH2:31][N:32]([C:33](=[O:34])[c:35]3[cH:36][c:37]([S:41](=[O:42])(=[O:43])[c:44]4[cH:45][c:46]5[c:47]([NH:58][c:59]6[cH:60][c:61]([O:65][CH3:66])[cH:62][cH:63][cH:64]6)[c:48]([C:55](=[O:56])[NH2:57])[cH:49][n:50][c:51]5[c:52]([CH3:54])[cH:53]4)[cH:38][cH:39][cH:40]3)[CH3:67])[cH:68][cH:69]2)[O:70][Si:71]([CH3:72])([CH3:73])[C:74]([CH3:75])([CH3:76])[CH3:77])[c:13]2[cH:14][cH:15][c:16](=[O:19])[nH:17][c:18]12. Reactants: FC1=C(C=CC=C1)C1=NC(C(NC2=C1C=CC=C2)=O)N2C(C=1C(C2=O)=CC=CC1)=O ((3RS)-2,3-dihydro-5-(2-fluorophenyl)-3-phthalimido-1H-1,4-benzodiazepin-2-one), ClCC1=NC=CC=C1C (2-chloromethyl-3-methyl-pyridine), [H-].[Na+] (sodium hydride), [I-].[Na+] (sodium iodide). The solvent is CN(C=O)C (N,N-dimethylformamide), CN(C=O)C (N,N-dimethylformamide). Run at time 2 hour. Yields the product FC1=C(C=CC=C1)C1=NC(C(N(C2=C1C=CC=C2)CC2=NC=CC=C2C)=O)N2C(C=1C(C2=O)=CC=CC1)=O ((3RS)-2,3-dihydro-5-(2-fluorophenyl)-1-(3-methylpyridin-2-yl)methyl-3-phtalimido-1H-1,4-benzodiazepin-2-one). Yield: 98.2%. Reaction SMILES: [H-].[Na+].[F:3][C:4]1[CH:9]=[CH:8][CH:7]=[CH:6][C:5]=1[C:10]1[C:16]2[CH:17]=[CH:18][CH:19]=[CH:20][C:15]=2[NH:14][C:13](=[O:21])[CH:12]([N:22]2[C:26](=[O:27])[C:25]3=[CH:28][CH:29]=[CH:30][CH:31]=[C:24]3[C:23]2=[O:32])[N:11]=1.[I-].[Na+].Cl[CH2:36][C:37]1[C:42]([CH3:43])=[CH:41][CH:40]=[CH:39][N:38]=1>CN(C)C=O>[F:3][C:4]1[CH:9]=[CH:8][CH:7]=[CH:6][C:5]=1[C:10]1[C:16]2[CH:17]=[CH:18][CH:19]=[CH:20][C:15]=2[N:14]([CH2:36][C:37]2[C:42]([CH3:43])=[CH:41][CH:40]=[CH:39][N:38]=2)[C:13](=[O:21])[CH:12]([N:22]2[C:23](=[O:32])[C:24]3=[CH:31][CH:30]=[CH:29][CH:28]=[C:25]3[C:26]2=[O:27])[N:11]=1 |f:0.1,3.4|. Reported procedure: To a suspension of sodium hydride (0.11 g of a 64% dispersion in mineral oil) in dry N,N-dimethylformamide (10 ml) was added (3RS)-2,3-dihydro-5-(2-fluorophenyl)-3-phthalimido-1H-1,4-benzodiazepin-2-one (1.00 g) under stirring for 2 hours at ambient temperature. To the mixture was added sodium iodide (0.42 g) and followed dropwise a solution of 2-chloromethyl-3-methyl-pyridine (0.389 g) in dry N,N-dimethylformamide (3 ml) at ambient temperature. The mixture was stirred overnight at room temperat... Starting materials: CCCCCCCC(=O)O, CCCCCCC, [K+], CC(=O)[O-], CC(=O)[O-], CC(=O)[O-], [Pd+2], c1ccc2ccccc2c1. Yields the product CCCCCCCC(=O)Oc1cccc2ccccc12. Reaction SMILES: [CH3:1][CH2:2][CH2:3][CH2:4][CH2:5][CH2:6][CH2:7][C:8]([OH:9])=[O:10].[CH3:35][CH2:36][CH2:37][CH2:38][CH2:39][CH2:40][CH3:41].[K+:25].[O-:21][C:22]([CH3:23])=[O:24].[O-:27][C:28]([CH3:29])=[O:30].[O-:31][C:32]([CH3:33])=[O:34].[Pd+2:26].[cH:11]1[cH:12][cH:13][c:14]2[cH:15][cH:16][cH:17][cH:18][c:19]2[cH:20]1>>[CH3:1][CH2:2][CH2:3][CH2:4][CH2:5][CH2:6][CH2:7][C:8]([O:9][c:18]1[cH:17][cH:16][cH:15][c:14]2[cH:13][cH:12][cH:11][cH:20][c:19]21)=[O:10].